This data is from the Open Reaction Database (ORD), a public repository of structured organic reaction records. The task is: describe an organic reaction: reactants, conditions, products, and yield The reactants are C(C)(=O)O (acetic acid), [H-].[Na+] (sodium hydride), C1(=CC=CC=C1)[C@@H](C)N1C(N[C@H]2[C@@H]1COC2=O)=O ((3aS,6aR)-1-[(R)-(1-phenylethyl)]-dihydro-1H-furo[3,4-d]imidazol-2,4(3H,3aH)-dione), COC1=CC=C(CCl)C=C1 (4-methoxybenzyl chloride). Run in CN(C=O)C (N,N-dimethylformamide). Conditions: temperature 5 celsius, time 2 hour. Product: C1(=CC=CC=C1)[C@@H](C)N1C(N([C@H]2[C@@H]1COC2=O)CC2=CC=C(C=C2)OC)=O ((3aS,6aR)-1-[(R)-(1-phenylethyl)]-3-(4-methoxybenzyl)-dihydro-1H-furo[3,4-d]-imidazol-2,4(3H,3aH)-dione). The yield is 73.0%. As a reaction SMILES: [H-].[Na+].[C:3]1([C@H:9]([N:11]2[C@H:15]3[CH2:16][O:17][C:18](=[O:19])[C@H:14]3[NH:13][C:12]2=[O:20])[CH3:10])[CH:8]=[CH:7][CH:6]=[CH:5][CH:4]=1.[CH3:21][O:22][C:23]1[CH:30]=[CH:29][C:26]([CH2:27]Cl)=[CH:25][CH:24]=1.C(O)(=O)C>CN(C)C=O>[C:3]1([C@H:9]([N:11]2[C@H:15]3[CH2:16][O:17][C:18](=[O:19])[C@H:14]3[N:13]([CH2:27][C:26]3[CH:29]=[CH:30][C:23]([O:22][CH3:21])=[CH:24][CH:25]=3)[C:12]2=[O:20])[CH3:10])[CH:8]=[CH:7][CH:6]=[CH:5][CH:4]=1 |f:0.1|. Procedure details: 9.75 g (0.22 mol) of sodium hydride (55 percent in oil) was added in 10 portions in 2 hours at -10° C. under argon to a solution of 50.0 g (0.2 mol) of (3aS,6aR)-1-[(R)-(1-phenylethyl)]-dihydro-1H-furo[3,4-d]imidazol-2,4(3H,3aH)-dione and 39.8 g (0.25 mol) of 4-methoxybenzyl chloride in 500 ml of dried N,N-dimethylformamide. The reaction mixture was stirred at 5° C. for 2 hours and then at room temperature for another 2 hours. Then 8 ml of acetic acid was added. Then the mixture was evaporated t... The reactants are ClC=1C(=NOC1N)C (4-chloro-3-methyl-5-aminoisoxazole), [H-].[Na+] (NaH), CN(C1=CC=C(CC2=C(C3=C(S2)C=CC=C3)S(=O)(=O)Cl)C=C1)C (2-(4-dimethylaminobenzyl)-benzo[b]thiophene-3-sulfonylchloride), C1CCOC1 (THF). Solvent: CO.C(Cl)(Cl)Cl (methanol chloroform). The product is ClC=1C(=NOC1NS(=O)(=O)C=1C2=C(SC1CC1=CC=C(C=C1)N(C)C)C=CC=C2)C (N-(4-chloro-3-methyl-5-isoxazolyl)-2-(4-dimethylaminobenzyl)benzo[b]thiophene-3-sulfonamide), yellow gummy solid. The yield is 66.0%. RXN SMILES: [Cl:1][C:2]1[C:3]([CH3:8])=[N:4][O:5][C:6]=1[NH2:7].[H-].[Na+].[CH3:11][N:12]([CH3:33])[C:13]1[CH:32]=[CH:31][C:16]([CH2:17][C:18]2[S:22][C:21]3[CH:23]=[CH:24][CH:25]=[CH:26][C:20]=3[C:19]=2[S:27](Cl)(=[O:29])=[O:28])=[CH:15][CH:14]=1.C1COCC1>CO.C(Cl)(Cl)Cl>[Cl:1][C:2]1[C:3]([CH3:8])=[N:4][O:5][C:6]=1[NH:7][S:27]([C:19]1[C:20]2[CH:26]=[CH:25][CH:24]=[CH:23][C:21]=2[S:22][C:18]=1[CH2:17][C:16]1[CH:15]=[CH:14][C:13]([N:12]([CH3:11])[CH3:33])=[CH:32][CH:31]=1)(=[O:28])=[O:29] |f:1.2,5.6|. Procedure: N-(4-chloro-3-methyl-5-isoxazolyl)-2-(4-dimethylaminobenzyl)benzo[b]thiophene-3-sulfonamide was prepared by the method of Example 41 with 4-chloro-3-methyl-5-aminoisoxazole (0.52 mmoles, 69 mg), NaH (1.3 mmoles, 31 mg), 2-(4-dimethylaminobenzyl)-benzo[b]thiophene-3-sulfonylchloride (0.58 mmoles, 0.21g) and THF (4 ml). Flash chromatography (5% methanol/chloroform) provided 0.16 g (66%) of a yellow gummy solid, m.p. 105°-110° C. Reactants: CSC=1C(C(C(C1)C=CC(CCCCC)O[Si](C)(C)C(C)(C)C)C(CCCCCC(=O)OC)O)=O (2-methylthio-5-(1-hydroxy-6-methoxycarbonylhexyl)-4-(3-t-butyldimethylsilyloxy-1-octenyl)-2-cyclopentenone), CN(C)C1=NC=CC=C1 (dimethylaminopyridine), C(C)(=O)OCC (ethyl acetate), CS(=O)(=O)Cl (methanesulfonyl chloride). The solvent is ClCCl (dichloromethane). Run at temperature 0 celsius, time 15 hour. The product is CSC=1C(C(C(C1)C=CC(CCCCC)O[Si](C)(C)C(C)(C)C)=CCCCCCC(=O)OC)=O (2-methylthio-5-(6-methoxycarbonylhexylidene)-4-(3-t-butyldimethylsilyloxy-1-octenyl)-2-cyclopentenone). Isolated yield 64.2%. Reaction SMILES: [CH3:1][S:2][C:3]1[C:4](=[O:35])[CH:5]([CH:24](O)[CH2:25][CH2:26][CH2:27][CH2:28][CH2:29][C:30]([O:32][CH3:33])=[O:31])[CH:6]([CH:8]=[CH:9][CH:10]([O:16][Si:17]([C:20]([CH3:23])([CH3:22])[CH3:21])([CH3:19])[CH3:18])[CH2:11][CH2:12][CH2:13][CH2:14][CH3:15])[CH:7]=1.CN(C1C=CC=CN=1)C.CS(Cl)(=O)=O.C(OCC)(=O)C>ClCCl>[CH3:1][S:2][C:3]1[C:4](=[O:35])[C:5](=[CH:24][CH2:25][CH2:26][CH2:27][CH2:28][CH2:29][C:30]([O:32][CH3:33])=[O:31])[CH:6]([CH:8]=[CH:9][CH:10]([O:16][Si:17]([C:20]([CH3:21])([CH3:22])[CH3:23])([CH3:19])[CH3:18])[CH2:11][CH2:12][CH2:13][CH2:14][CH3:15])[CH:7]=1. Procedure details: To a solution of 3.47 g of 2-methylthio-5-(1-hydroxy-6-methoxycarbonylhexyl)-4-(3-t-butyldimethylsilyloxy-1-octenyl)-2-cyclopentenone obtained in Example 6 in dichloromethane (30 ml) was added dimethylaminopyridine (1.54 g) and the mixture was cooled to 0° C. To the solution was dropwise added 0.59 ml of methanesulfonyl chloride, and the mixture was stirred at room temperature for 15 hours. To the reaction mixture were added ethyl acetate and an aqueous potassium hydrogensulfate, and the product... The reactants are ice water, C(=O)(N1C=NC=C1)N1C=NC=C1 (1,1'-carbonyldiimidazole), CN1CC=2N(C3=C(C1=O)C=CS3)C=NC2C(=O)O (5-methyl-4-oxo-5,6-dihydro-4H-imidazo[1,5-a]thieno[3,2-f][1,4]diazepin-7-carboxylic acid), N (ammonia). Run in CN(C=O)C (N,N-dimethylformamide). Conditions: time 30 minute. Product: CN1CC=2N(C3=C(C1=O)C=CS3)C=NC2C(=O)N (5-methyl-4-oxo-5,6-dihydro-4H-imidazo[1,5-a]thieno[3,2-f][1,4]diazepine-7-carboxamide). Yield: 88.5%. RXN SMILES: C(N1C=CN=C1)([N:3]1C=CN=C1)=O.[CH3:13][N:14]1[C:20](=[O:21])[C:19]2[CH:22]=[CH:23][S:24][C:18]=2[N:17]2[CH:25]=[N:26][C:27]([C:28]([OH:30])=O)=[C:16]2[CH2:15]1.N>CN(C)C=O>[CH3:13][N:14]1[C:20](=[O:21])[C:19]2[CH:22]=[CH:23][S:24][C:18]=2[N:17]2[CH:25]=[N:26][C:27]([C:28]([NH2:3])=[O:30])=[C:16]2[CH2:15]1. Procedure details: 11.5 g (71 mmol) of 1,1'-carbonyldiimidazole were added portionwise to a suspension of 17 g (64.6 mmol) of 5-methyl-4-oxo-5,6-dihydro-4H-imidazo[1,5-a]thieno[3,2-f][1,4]diazepin-7-carboxylic acid (EP 285 837 A1)in 100 ml of N,N-dimethylformamide. The resulting pale brown solution was heated to 50° during 45 minutes. Subsequently, the solution was cooled to room temperature and 20 ml of aqueous ammonia solution were added dropwise thereto. After stirring for a further 30 minutes the reaction mixt...